Dataset: the Open Reaction Database (ORD), a public repository of structured organic reaction records. Task: describe an organic reaction: reactants, conditions, products, and yield Reactants: C[N+]1([O-])CCOCC1, CCC[N+](CCC)(CCC)CCC, ClCCl, CCC(=C(F)CO)c1cc2c(cc1OCOC)C(C)(C)CCC2(C)C, O=[Ru](=O)(=O)[O-]. Product: CCC(=C(F)C=O)c1cc2c(cc1OCOC)C(C)(C)CCC2(C)C. As a reaction SMILES: [CH3:26][N+:27]1([O-:28])[CH2:29][CH2:30][O:31][CH2:32][CH2:33]1.[CH3:34][CH2:35][CH2:36][N+:37]([CH2:38][CH2:39][CH3:40])([CH2:41][CH2:42][CH3:43])[CH2:44][CH2:45][CH3:46].[Cl:52][CH2:53][Cl:54].[F:1][C:2]([CH2:3][OH:4])=[C:5]([CH2:6][CH3:7])[c:8]1[cH:9][c:10]2[c:15]([cH:16][c:17]1[O:18][CH2:19][O:20][CH3:21])[C:14]([CH3:22])([CH3:23])[CH2:13][CH2:12][C:11]2([CH3:24])[CH3:25].[O:47]=[Ru:48](=[O:49])([O-:50])=[O:51]>>[F:1][C:2]([CH:3]=[O:4])=[C:5]([CH2:6][CH3:7])[c:8]1[cH:9][c:10]2[c:15]([cH:16][c:17]1[O:18][CH2:19][O:20][CH3:21])[C:14]([CH3:22])([CH3:23])[CH2:13][CH2:12][C:11]2([CH3:24])[CH3:25]. Reactants: CC(C)=O, ClCc1ccc2ccccc2n1, [K+], [K+], O=C([O-])[O-]. Product: Cc1ccc2ccccc2n1. Reaction SMILES: [CH3:19][C:20](=[O:21])[CH3:22].[Cl:7][CH2:8][c:9]1[n:10][c:11]2[cH:12][cH:13][cH:14][cH:15][c:16]2[cH:17][cH:18]1.[K+:1].[K+:2].[O-:3][C:4]([O-:5])=[O:6]>>[CH3:8][c:9]1[n:10][c:11]2[cH:12][cH:13][cH:14][cH:15][c:16]2[cH:17][cH:18]1.